Dataset: the Open Reaction Database (ORD), a public repository of structured organic reaction records. Task: describe an organic reaction: reactants, conditions, products, and yield Starting materials: C(C)C1C(NC2=CC=C(C=C12)F)=O (3-ethyl-5-fluoro-1,3-dihydro-2H-indol-2-one), BrCCCCCl (1-bromo-4-chloro-butane). Yields the product ClCCCCC1(C(NC2=CC=C(C=C12)F)=O)CC (3-(4-Chlorobutyl)-3-ethyl-5-fluoro-1,3-dihydro-2H-indol-2-one). Reaction SMILES: [CH2:1]([CH:3]1[C:11]2[C:6](=[CH:7][CH:8]=[C:9]([F:12])[CH:10]=2)[NH:5][C:4]1=[O:13])[CH3:2].Br[CH2:15][CH2:16][CH2:17][CH2:18][Cl:19]>>[Cl:19][CH2:18][CH2:17][CH2:16][CH2:15][C:3]1([CH2:1][CH3:2])[C:11]2[C:6](=[CH:7][CH:8]=[C:9]([F:12])[CH:10]=2)[NH:5][C:4]1=[O:13]. Reported procedure: The title compound is prepared according to process E starting from 3-ethyl-5-fluoro-1,3-dihydro-2H-indol-2-one and 1-bromo-4-chloro-butane. Starting materials: [OH-].[Li+] (lithium hydroxide), FS(=O)(=O)C(F)(F)C(F)(F)C(F)(F)C(F)(F)OC (FSO2(CF2)4OCH3), O.[OH-].[Li+] (lithium hydroxide monohydrate), C(=O)=O (carbon dioxide). The solvent is O (water). Yields the product S(=O)(=O)(O[Li])C(F)(F)C(F)(F)C(F)(F)C(F)(F)OC (LiO3S(CF2)4OCH3). As a reaction SMILES: F[S:2]([C:5]([C:8]([C:11]([C:14]([O:17][CH3:18])([F:16])[F:15])([F:13])[F:12])([F:10])[F:9])([F:7])[F:6])(=[O:4])=[O:3].[OH2:19].[OH-].[Li+:21].C(=O)=O.[OH-].[Li+]>O>[S:2]([C:5]([C:8]([C:11]([C:14]([O:17][CH3:18])([F:16])[F:15])([F:13])[F:12])([F:10])[F:9])([F:7])[F:6])([O:19][Li:21])(=[O:4])=[O:3] |f:1.2.3,5.6|. Procedure details: FSO2(CF2)4OCH3 (35.8 g, 0.114 mole) was treated with lithium hydroxide monohydrate (12 g, 0.285 mole) in deionized water (150 g) at 75° C. for six hours. After cooling to room temperature, two small pieces of solid carbon dioxide (Dry Ice) were added to neutralize the excess lithium hydroxide. The water was removed by using a rotary evaporator and the residue extracted with alcohol as described in Preparation of Precursor 1 above to yield LiO3S(CF2)4OCH3. Starting materials: BrC=1C(=C2C(=NC1)NC=C2)Cl (5-Bromo-4-chloro-1H-pyrrolo[2,3-b]pyridine), O (Water), [H-].[Na+] (NaH), C1(=CC=CC=C1)S(=O)(=O)Cl (Benzenesulfonyl chloride). The solvent is CN(C)C=O (DMF). Reaction conditions: time 20 minute. The product is BrC=1C(=C2C(=NC1)N(C=C2)S(=O)(=O)C2=CC=CC=C2)Cl (5-bromo-4-chloro-1-(phenylsulfonyl)-1H-pyrrolo[2,3-b]pyridine). Yield: 99.7%. As a reaction SMILES: [Br:1][C:2]1[C:3]([Cl:11])=[C:4]2[CH:10]=[CH:9][NH:8][C:5]2=[N:6][CH:7]=1.[H-].[Na+].[C:14]1([S:20](Cl)(=[O:22])=[O:21])[CH:19]=[CH:18][CH:17]=[CH:16][CH:15]=1.O>CN(C=O)C>[Br:1][C:2]1[C:3]([Cl:11])=[C:4]2[CH:10]=[CH:9][N:8]([S:20]([C:14]3[CH:19]=[CH:18][CH:17]=[CH:16][CH:15]=3)(=[O:22])=[O:21])[C:5]2=[N:6][CH:7]=1 |f:1.2|. Procedure: 5-Bromo-4-chloro-1H-pyrrolo[2,3-b]pyridine (0.50 g, 2.160 mmol) was placed in DMF (5 mL) at 0° C. NaH (0.10 g, 2.59 mmol) was then added, and the reaction was stirred for 20 minutes. Benzenesulfonyl chloride (0.304 mL, 2.38 mmol) was then added, and the reaction was stirred for 30 minutes at 0° C. Water (50 mL) was then added. The precipitate was filtered, washed with water, washed with ether, and dried to give 5-bromo-4-chloro-1-(phenylsulfonyl)-1H-pyrrolo[2,3-b]pyridine (0.8 g, 99.6% yield). The reactants are COCOC=1C=C(C=O)C=CC1 (3-(methoxymethoxy)benzaldehyde), CN (methylamine), [H][H] (hydrogen). Reagents/catalysts: [Pt].[C] (platinum carbon). Run in CO (methanol), CO (methanol). The product is COCOC=1C=C(CNC)C=CC1 (3-(methoxymethoxy)-N-methylbenzylamine). RXN SMILES: [CH3:1][O:2][CH2:3][O:4][C:5]1[CH:6]=[C:7]([CH:10]=[CH:11][CH:12]=1)[CH:8]=O.[H][H].[CH3:15][NH2:16]>CO.[Pt].[C]>[CH3:1][O:2][CH2:3][O:4][C:5]1[CH:6]=[C:7]([CH:10]=[CH:11][CH:12]=1)[CH2:8][NH:16][CH3:15] |f:4.5|. Procedure: 5% platinum-carbon was suspended in 10 ml of methanol and a solution of 3.00 g of 3-(methoxymethoxy)benzaldehyde in 10 ml of methanol and 2.1 ml of 40% methylamine (methanol solution) were added. After heating to 30° C. under 2 atm, hydrogen was added for 22 hours. A catalyst was removed by filtering the reaction solution and the filtrate was concentrated. The residue was purified by silica gel column chromatography to obtain 2.51 g of the desired compound as a yellowish oily substance. The reactants are BrCC=CCBr, Oc1ccc(-c2noc3cc(Br)ccc23)cc1, BrCC=CCOc1ccc(-c2noc3cc(Br)ccc23)cc1, C=CCNC. The product is C=CCN(C)CC=CCOc1ccc(-c2noc3cc(Br)ccc23)cc1. Reaction SMILES: [Br:18][CH2:19][CH:20]=[CH:21][CH2:22][Br:23].[Br:1][c:2]1[cH:3][cH:4][c:5]2[c:6](-[c:7]3[cH:8][cH:9][c:10]([OH:11])[cH:12][cH:13]3)[n:14][o:15][c:16]2[cH:17]1.[Br:24][c:25]1[cH:26][c:27]2[c:28]([c:29](-[c:32]3[cH:33][cH:34][c:35]([O:38][CH2:39][CH:40]=[CH:41][CH2:42][Br:43])[cH:36][cH:37]3)[n:30][o:31]2)[cH:44][cH:45]1.[CH2:46]([CH:47]=[CH2:48])[NH:49][CH3:50]>>[Br:24][c:25]1[cH:26][c:27]2[c:28]([c:29](-[c:32]3[cH:33][cH:34][c:35]([O:38][CH2:39][CH:40]=[CH:41][CH2:42][N:49]([CH2:46][CH:47]=[CH2:48])[CH3:50])[cH:36][cH:37]3)[n:30][o:31]2)[cH:44][cH:45]1. The reactants are FC1=CC=C(C=C1)[C@@H]1[C@]2(C[C@H](CO2)C2=C(C=CC(=C2)C#N)OC(C)C)CC[C@@H]1OS(=O)(=O)C ((3S,5R,6S,7S)-6-(4-Fluorophenyl)-7-(methanesulfonyloxy)-3-(5-cyano-2-isopropoxy-phenyl)-1-oxaspiro[4.4]nonane), CC(=O)C (acetone), [I-].[Na+] (Sodium iodide). The product is FC1=CC=C(C=C1)[C@H]1[C@]2(C[C@H](CO2)C2=C(C=CC(=C2)C#N)OC(C)C)CC[C@@H]1CI ((3S,5R,6S,7S)-6-(4-Fluorophenyl)-7-(iodomethyl)-3-(5-cyano-2-isopropoxy-phenyl)-1-oxaspiro[4.4]nonane). Reaction SMILES: [F:1][C:2]1[CH:7]=[CH:6][C:5]([C@H:8]2[C@@H:28](OS(C)(=O)=O)[CH2:27][CH2:26][C@@:9]32[O:13][CH2:12][C@H:11]([C:14]2[CH:19]=[C:18]([C:20]#[N:21])[CH:17]=[CH:16][C:15]=2[O:22][CH:23]([CH3:25])[CH3:24])[CH2:10]3)=[CH:4][CH:3]=1.[I-:34].[Na+].[CH3:36]C(C)=O>>[F:1][C:2]1[CH:3]=[CH:4][C:5]([C@@H:8]2[C@@H:28]([CH2:36][I:34])[CH2:27][CH2:26][C@@:9]32[O:13][CH2:12][C@H:11]([C:14]2[CH:19]=[C:18]([C:20]#[N:21])[CH:17]=[CH:16][C:15]=2[O:22][CH:23]([CH3:25])[CH3:24])[CH2:10]3)=[CH:6][CH:7]=1 |f:1.2|. Procedure: The methanesulfonate from Step B was dissolved in acetone (2 mL). Sodium iodide (25 mg, 0.167 mmol) was added, and the mixture was heated at reflux temperature until TLC indicated disappearance of starting material. The cooled reaction mixture was evaporated, the residue taken up in methylene chloride, washed with water, 10% sodium thiosulfate solution, saturated brine solution, dried (Na2SO4), and evaporated. The title compound was obtained pure by silica gel chromatography eluting with 15% die...